From a dataset of the Open Reaction Database (ORD), a public repository of structured organic reaction records. describe an organic reaction: reactants, conditions, products, and yield The reactants are CN(C)C=O, CC(OS(C)(=O)=O)C(=O)O, O=S(Cl)Cl. Yields the product CC(OS(C)(=O)=O)C(=O)Cl. RXN SMILES: [CH3:15][N:16]([CH3:17])[CH:18]=[O:19].[CH3:1][S:2](=[O:3])(=[O:4])[O:5][CH:6]([C:7](=[O:8])[OH:9])[CH3:10].[S:11]([Cl:12])([Cl:13])=[O:14]>>[CH3:1][S:2](=[O:3])(=[O:4])[O:5][CH:6]([C:7](=[O:8])[Cl:13])[CH3:10]. The reactants are CO, COc1cc(=O)c2ccc(Cl)cc2[nH]c1=O, NCc1ccccc1. Yields the product O=c1[nH]c2cc(Cl)ccc2c(=O)cc1NCc1ccccc1. Reaction SMILES: [CH3:25][OH:26].[Cl:1][c:2]1[cH:3][cH:4][c:5]2[c:6]([nH:7][c:8](=[O:15])[c:9]([O:13][CH3:14])[cH:10][c:11]2=[O:12])[cH:16]1.[NH2:17][CH2:18][c:19]1[cH:20][cH:21][cH:22][cH:23][cH:24]1>>[Cl:1][c:2]1[cH:3][cH:4][c:5]2[c:6]([nH:7][c:8](=[O:15])[c:9]([NH:17][CH2:18][c:19]3[cH:20][cH:21][cH:22][cH:23][cH:24]3)[cH:10][c:11]2=[O:12])[cH:16]1. Isolated yield 15.7%. The reactants are N[C@@H](CS)C(=O)O (L-cysteine), C(C=C)Br (allyl bromide), OO (H2O2), (+)S-allyl-L-cysteine sulfoxide. The product is N[C@@H](CS(=O)CC=C)C(=O)O (alliin). RXN SMILES: [NH2:1][C@H:2]([C:5]([OH:7])=[O:6])[CH2:3][SH:4].[CH2:8](Br)[CH:9]=[CH2:10].[OH:12]O>>[NH2:1][C@H:2]([C:5]([OH:7])=[O:6])[CH2:3][S:4]([CH2:8][CH:9]=[CH2:10])=[O:12]. Procedure details: Alliin was synthesized from L-cysteine and allyl bromide following oxidation by H2O2 by the procedure of Stoll and Seebeck, 1951. The stereospecific product obtained, (+)S-allyl-L-cysteine sulfoxide (M.P.=164°, [α]D in H2O+62.1°), was identical to the natural substrate, alliin (Yield: 15.7%).